The task is: describe an organic reaction: reactants, conditions, products, and yield. This data is from the Open Reaction Database (ORD), a public repository of structured organic reaction records. Reactants: Cc1ccccc1, ClCCl, COC(=O)CC(C)=O, C#Cc1ccccc1. The product is C=C(c1ccccc1)C(C(C)=O)C(=O)OC. As a reaction SMILES: [CH3:17][c:18]1[cH:19][cH:20][cH:21][cH:22][cH:23]1.[Cl:24][CH2:25][Cl:26].[O:1]=[C:2]([CH2:3][C:4](=[O:5])[O:6][CH3:7])[CH3:8].[c:9]1([C:15]#[CH:16])[cH:10][cH:11][cH:12][cH:13][cH:14]1>>[O:1]=[C:2]([CH:3]([C:4](=[O:5])[O:6][CH3:7])[C:15]([c:9]1[cH:10][cH:11][cH:12][cH:13][cH:14]1)=[CH2:16])[CH3:8]. The reactants are C(C=C)C1=C(C=C(C=C1)C(F)(F)F)O (2-allyl-5-trifluoromethylphenol), Cl[SiH](Cl)Cl (trichlorosilane). The solvent is ClC(=C(Cl)Cl)Cl (perchlorethylene). The product is C(C=C)C1=C(O[SiH](Cl)Cl)C=C(C=C1)C(F)(F)F (2-allyl-5-trifluoromethylphenoxydichlorosilane). RXN SMILES: [CH2:1]([C:4]1[CH:9]=[CH:8][C:7]([C:10]([F:13])([F:12])[F:11])=[CH:6][C:5]=1[OH:14])[CH:2]=[CH2:3].[Cl:15][SiH:16](Cl)[Cl:17]>ClC(Cl)=C(Cl)Cl>[CH2:1]([C:4]1[CH:9]=[CH:8][C:7]([C:10]([F:12])([F:13])[F:11])=[CH:6][C:5]=1[O:14][SiH:16]([Cl:17])[Cl:15])[CH:2]=[CH2:3]. Procedure details: 607 g (3 mol) of 2-allyl-5-trifluoromethylphenol as a solution in 600 ml of perchlorethylene was reacted with 1626 g (12 mol) of trichlorosilane to form 2-allyl-5-trifluoromethylphenoxydichlorosilane. BP/1 103 to 105° C.